This data is from the Open Reaction Database (ORD), a public repository of structured organic reaction records. The task is: describe an organic reaction: reactants, conditions, products, and yield The reactants are substituting Intermediate 2, BrCC1=C(C(=CC=C1)Cl)Cl (1-(bromomethyl)-2,3-dichlorobenzene), N1=C(C=NC=C1)C1=NN=C2N1CCNC2=O (3-(pyrazin-2-yl)-6,7-dihydro-[1,2,4]triazolo[4,3-a]pyrazin-8(5H)-one), BrCC1=C(C(=CC=C1)C(F)(F)F)C (1-(bromomethyl)-2-methyl-3-(trifluoromethyl)benzene). Yields the product CC1=C(CN2C(C=3N(CC2)C(=NN3)C3=NC=CC=C3)=O)C=CC=C1C(F)(F)F (7-[2-Methyl-3-(trifluoromethyl)benzyl]-3-pyridin-2-yl-6,7-dihydro[1,2,4]triazolo[4,3-a]pyrazin-8(5H)-one). The yield is 75.0%. As a reaction SMILES: [N:1]1[CH:6]=[CH:5]N=[CH:3][C:2]=1[C:7]1[N:11]2[CH2:12][CH2:13][NH:14][C:15](=[O:16])[C:10]2=[N:9][N:8]=1.Br[CH2:18][C:19]1[CH:24]=[CH:23][CH:22]=[C:21]([C:25]([F:28])([F:27])[F:26])[C:20]=1[CH3:29].Br[CH2:31]C1C=CC=C(Cl)C=1Cl>>[CH3:29][C:20]1[C:21]([C:25]([F:28])([F:27])[F:26])=[CH:22][CH:23]=[CH:24][C:19]=1[CH2:18][N:14]1[CH2:13][CH2:12][N:11]2[C:7]([C:2]3[CH:3]=[CH:31][CH:5]=[CH:6][N:1]=3)=[N:8][N:9]=[C:10]2[C:15]1=[O:16]. Procedure: Example 10 was made in a manner analogous to Example 2 substituting Intermediate 2 for Intermediate 1 and 1-(bromomethyl)-2-methyl-3-(trifluoromethyl)benzene for 1-(bromomethyl)-2,3-dichlorobenzene to provide the desired compound as a white solid (53 mg, 75%). MS (ESI): mass calcd. for C19H16F3N5O, 387.1; m/z found, 388.1 [M+H]+. 1H NMR (500 MHz, DMSO-d6) δ 8.78-8.66 (m, 1H), 8.29 (d, J=7.9 Hz, 1H), 8.05 (dt, J=7.8, 1.7 Hz, 1H), 7.63 (dd, J=16.8, 7.8 Hz, 2H), 7.57 (ddd, J=7.6, 4.9, 1.1 Hz, 1H), ... The reactants are COC(=N)c1ncn(C2OC(CO)C(O)C2O)n1, CO, [Cl-], N, [NH4+]. Product: N=C(N)c1ncn(C2OC(CO)C(O)C2O)n1, Cl. Reaction SMILES: [CH3:1][O:2][C:3](=[NH:4])[c:5]1[n:6][n:7]([CH:10]2[CH:11]([OH:12])[CH:13]([OH:14])[CH:15]([CH2:17][OH:18])[O:16]2)[cH:8][n:9]1.[CH3:22][OH:23].[Cl-:19].[NH3:21].[NH4+:20]>>[C:3]([NH2:4])([c:5]1[n:6][n:7]([CH:10]2[CH:11]([OH:12])[CH:13]([OH:14])[CH:15]([CH2:17][OH:18])[O:16]2)[cH:8][n:9]1)=[NH:20].[ClH:19].